This data is from the Open Reaction Database (ORD), a public repository of structured organic reaction records. The task is: describe an organic reaction: reactants, conditions, products, and yield Procedure details: A procedure similar to that in Example 7 was used. N-[5-benzyl-4-(4-methoxy-phenyl)-thiazol-2-yl]-4-methyoxy-benzamide prepared in Example 27 and boron tribromide were used as starting materials. The obtained crude product was recrystallized with acetone to give a product as a white solid in a yield of 67.9%, mp: 254-255 └. 1H-NMR (DMSO-d6, 400 MHz) δ: 4.20 (2H, s, CH2), 6.84 (4H, t, J=7.80 Hz, ArH), 7.20˜7.28 (3H, m, ArH), 7.33 (2H, t, J=8.08 Hz, ArH), 7.47 (2H, d, J=8.64 Hz, ArH), 7.97 (2H, d,... Yield: 67.9%. The reactants are C(C1=CC=CC=C1)C1=C(N=C(S1)NC(C1=CC=C(C=C1)OC)=O)C1=CC=C(C=C1)OC (N-[5-benzyl-4-(4-methoxy-phenyl)-thiazol-2-yl]-4-methyoxy-benzamide), B(Br)(Br)Br (boron tribromide). Yields the product C(C1=CC=CC=C1)C1=C(N=C(S1)NC(C1=CC=C(C=C1)O)=O)C1=CC=C(C=C1)O (N-[5-benzyl-4-(4-hydroxy-phenyl)-thiazol-2-yl]-4-hydroxy-benzamide). As a reaction SMILES: [CH2:1]([C:8]1[S:12][C:11]([NH:13][C:14](=[O:23])[C:15]2[CH:20]=[CH:19][C:18]([O:21]C)=[CH:17][CH:16]=2)=[N:10][C:9]=1[C:24]1[CH:29]=[CH:28][C:27]([O:30]C)=[CH:26][CH:25]=1)[C:2]1[CH:7]=[CH:6][CH:5]=[CH:4][CH:3]=1.B(Br)(Br)Br>>[CH2:1]([C:8]1[S:12][C:11]([NH:13][C:14](=[O:23])[C:15]2[CH:20]=[CH:19][C:18]([OH:21])=[CH:17][CH:16]=2)=[N:10][C:9]=1[C:24]1[CH:25]=[CH:26][C:27]([OH:30])=[CH:28][CH:29]=1)[C:2]1[CH:7]=[CH:6][CH:5]=[CH:4][CH:3]=1. The reactants are NC1=C(C=NC=C1)S(=O)(=O)N (4-aminopyridine-3-sulfonamide), C(C)OCC (diethyl ether). The solvent is C(C)(=O)OC(C)=O (acetic anhydride). Product: CC1=NS(C2=C(N1)C=CN=C2)(=O)=O (3-METHYL-4H-PYRIDO[4,3-e][1,2,4]THIADIAZINE 1,1-DIOXIDE). RXN SMILES: [NH2:1][C:2]1[CH:7]=[CH:6][N:5]=[CH:4][C:3]=1[S:8]([NH2:11])(=[O:10])=[O:9].[CH2:12](OCC)[CH3:13]>C(OC(=O)C)(=O)C>[CH3:12][C:13]1[NH:1][C:2]2[CH:7]=[CH:6][N:5]=[CH:4][C:3]=2[S:8](=[O:10])(=[O:9])[N:11]=1. Procedure details: 1 g of 4-aminopyridine-3-sulfonamide (Preparation 2) is maintained for 4-6 hours at reflux in 10 cm3 of acetic anhydride. After cooling, the reaction mixture is treated with 60 cm3 of diethyl ether. The precipitate obtained is filtered, washed with diethyl ether and dried. It is recrystallized from hot water. Reactants: BrCC(=O)CBr.BrCCC(=O)C1=C(C=C(C=C1C)C)C (2,4,6-trimethylphenyl bromoethyl ketone bromomethylketone), NC(=S)N (thiourea). Run in CO (methanol). Yields the product NC=1SC=C(N1)C1=C(C=C(C=C1C)C)C (2-Amino-4-(2,4,6-trimethylphenyl)thiazole). Isolated yield 70.0%. Reaction SMILES: BrCC(CBr)=O.BrC[CH2:9][C:10]([C:12]1[C:17]([CH3:18])=[CH:16][C:15]([CH3:19])=[CH:14][C:13]=1[CH3:20])=O.[NH2:21][C:22]([NH2:24])=[S:23]>CO>[NH2:24][C:22]1[S:23][CH:9]=[C:10]([C:12]2[C:17]([CH3:18])=[CH:16][C:15]([CH3:19])=[CH:14][C:13]=2[CH3:20])[N:21]=1 |f:0.1|. Procedure: A solution of 80 g of 2,4,6-trimethylphenyl bromoethyl ketone bromomethylketone and 35 g of thiourea in 250 ml of methanol is refluxed for 3 hours. After cooling the reaction mixture, the precipitate is filtered off and washed abundantly with diethyl ether. After concentration of the filtrate to a third of the initial volume, a second bath of crystals is recovered. Yield: 70%. m.p.=138 168° C. The hydrobromide prepared by the action of HBr in ethanol melts at 295° C.